This data is from the Open Reaction Database (ORD), a public repository of structured organic reaction records. The task is: describe an organic reaction: reactants, conditions, products, and yield The reactants are CCCCCCCCCCCCCCCCCC(=O)[O-], CCCCOS(C)(=O)=O, [K+]. Product: CCCCCCCCCCCCCCCCCC(=O)OCCCC, CS(=O)(=O)[O-], [K+]. As a reaction SMILES: [C:1]([CH2:2][CH2:3][CH2:4][CH2:5][CH2:6][CH2:7][CH2:8][CH2:9][CH2:10][CH2:11][CH2:12][CH2:13][CH2:14][CH2:15][CH2:16][CH2:17][CH3:18])(=[O:19])[O-:20].[CH3:22][S:23](=[O:24])(=[O:25])[O:26][CH2:27][CH2:28][CH2:29][CH3:30].[K+:21]>>[C:1]([CH2:2][CH2:3][CH2:4][CH2:5][CH2:6][CH2:7][CH2:8][CH2:9][CH2:10][CH2:11][CH2:12][CH2:13][CH2:14][CH2:15][CH2:16][CH2:17][CH3:18])(=[O:19])[O:20][CH2:27][CH2:28][CH2:29][CH3:30].[CH3:22][S:23](=[O:24])(=[O:25])[O-:26].[K+:21]. The reactants are CC(C)(CCC(C#N)(c1ccccc1)c1ccccc1)N1CCC(OCc2cccc(Br)c2)C1, OB(O)c1ccccc1. Product: CC(C)(CCC(C#N)(c1ccccc1)c1ccccc1)N1CCC(OCc2cccc(-c3ccccc3)c2)C1. Reaction SMILES: [Br:1][c:2]1[cH:3][c:4]([CH2:5][O:6][CH:7]2[CH2:8][N:9]([C:12]([CH2:13][CH2:14][C:15]([C:16]#[N:17])([c:18]3[cH:19][cH:20][cH:21][cH:22][cH:23]3)[c:24]3[cH:25][cH:26][cH:27][cH:28][cH:29]3)([CH3:30])[CH3:31])[CH2:10][CH2:11]2)[cH:32][cH:33][cH:34]1.[c:35]1([B:41]([OH:42])[OH:43])[cH:36][cH:37][cH:38][cH:39][cH:40]1>>[c:2]1(-[c:35]2[cH:36][cH:37][cH:38][cH:39][cH:40]2)[cH:3][c:4]([CH2:5][O:6][CH:7]2[CH2:8][N:9]([C:12]([CH2:13][CH2:14][C:15]([C:16]#[N:17])([c:18]3[cH:19][cH:20][cH:21][cH:22][cH:23]3)[c:24]3[cH:25][cH:26][cH:27][cH:28][cH:29]3)([CH3:30])[CH3:31])[CH2:10][CH2:11]2)[cH:32][cH:33][cH:34]1.